From a dataset of the Open Reaction Database (ORD), a public repository of structured organic reaction records. describe an organic reaction: reactants, conditions, products, and yield Solvent: C(C)O (ethanol). Reported procedure: A solution of (R)-5-benzyloxy-3-(1-methyl-2-pyrrolidinylmethyl)-1-phenylsulfonylindole (Example 7e, 2.01 g, 4.36 mmol) and 10% Pd/C (0.64 g, 0.436 mmol) in ethanol (25 mL) was stirred under an atmosphere of H2. Filtration to remove the catalyst followed by flash chromatography (silica gel) yielded (R)-5-hydroxy-3-(1-methyl-2-pyrrolidinylmethyl)-1-phenylsulfonylindole (1.5 g, 93%; HRMS-FAB+ : C20H22N2O3S, calculated MH+ :371.14294; found MH+ :371.14081). Starting materials: C(C1=CC=CC=C1)OC=1C=C2C(=CN(C2=CC1)S(=O)(=O)C1=CC=CC=C1)C[C@@H]1N(CCC1)C ((R)-5-benzyloxy-3-(1-methyl-2-pyrrolidinylmethyl)-1-phenylsulfonylindole). As a reaction SMILES: C([O:8][C:9]1[CH:10]=[C:11]2[C:15](=[CH:16][CH:17]=1)[N:14]([S:18]([C:21]1[CH:26]=[CH:25][CH:24]=[CH:23][CH:22]=1)(=[O:20])=[O:19])[CH:13]=[C:12]2[CH2:27][C@H:28]1[CH2:32][CH2:31][CH2:30][N:29]1[CH3:33])C1C=CC=CC=1>C(O)C.[Pd]>[OH:8][C:9]1[CH:10]=[C:11]2[C:15](=[CH:16][CH:17]=1)[N:14]([S:18]([C:21]1[CH:26]=[CH:25][CH:24]=[CH:23][CH:22]=1)(=[O:20])=[O:19])[CH:13]=[C:12]2[CH2:27][C@H:28]1[CH2:32][CH2:31][CH2:30][N:29]1[CH3:33]. The reagents and catalysts are [Pd] (Pd/C). Yield: 92.9%. The product is OC=1C=C2C(=CN(C2=CC1)S(=O)(=O)C1=CC=CC=C1)C[C@@H]1N(CCC1)C ((R)-5-hydroxy-3-(1-methyl-2-pyrrolidinylmethyl)-1-phenylsulfonylindole). Starting materials: ClC=1C=C(C(=O)OO)C=CC1 (3-chloroperoxybenzoic acid), [OH-].[NH4+] (ammonium hydroxide), ClCC(=O)C1=CC=C2CC[C@H](C2=C1)NC(C(F)(F)F)=O (6-Chloroacetyl-N-trifluoroacetyl-(R)-1-aminoindan), FC(C(=O)O)(F)F (trifluoroacetic acid). The solvent is ClCCl (dichloromethane), O (water). Conditions: temperature 0 celsius, time 4 day. The product is ClC1=CC=C2CC[C@@](C2=C1)(NC(C(F)(F)F)=O)OC(=O)C (6-Chloroacetoxyl-N-trifluoroacetyl-(R)-1-aminoindan). The yield is 46.6%. RXN SMILES: ClCC([C:5]1[CH:13]=[C:12]2[C:8]([CH2:9][CH2:10][C@H:11]2[NH:14][C:15](=[O:20])[C:16]([F:19])([F:18])[F:17])=[CH:7][CH:6]=1)=O.[Cl:21]C1C=C(C=CC=1)C(OO)=O.F[C:33](F)(F)[C:34]([OH:36])=[O:35].[OH-].[NH4+]>ClCCl.O>[Cl:21][C:5]1[CH:13]=[C:12]2[C:8]([CH2:9][CH2:10][C@:11]2([O:36][C:34]([CH3:33])=[O:35])[NH:14][C:15](=[O:20])[C:16]([F:17])([F:18])[F:19])=[CH:7][CH:6]=1 |f:3.4|. Procedure: 6-Chloroacetyl-N-trifluoroacetyl-(R)-1-aminoindan (30.57 g, 0.1 mol) was dissolved in anhydrous dichloromethane (210 ml) and 3-chloroperoxybenzoic acid (70%, 44.87 g, 0.26 mol) was added all of once. The suspension was cooled to 0° C. and trifluoroacetic acid (11.4 g, 0.1 mol) was added dropwise for 5-10 minutes. The reaction flask was protected from light and the mixture was stirred for 3-5 days at room temperature. The reaction mixture was poured into water (300 ml.). The mixture was neutraliz... Reactants: O1C=CC2=C1CN(CC2)C(CCCCCC2=CC=CC=C2)=O (1-(5,7-dihydro-4H-furo[2,3-c]pyridin-6-yl)-6-phenylhexan-1-one), C(C)NC (N-Ethylmethylamine), 9, C=O (formaldehyde), C(C)(=O)O (acetic acid). Run at temperature 100 celsius, time 1 hour. Product: C(C)C1=C(C2=C(CN(CC2)C(CCCCCC2=CC=CC=C2)=O)O1)CNC (1-(2-ethylmethylaminomethyl-5,7-dihydro-4H-furo[2,3-c]pyridin-6-yl)-6-phenylhexan-1-one). As a reaction SMILES: [O:1]1[C:5]2[CH2:6][N:7]([C:10](=[O:22])[CH2:11][CH2:12][CH2:13][CH2:14][CH2:15][C:16]3[CH:21]=[CH:20][CH:19]=[CH:18][CH:17]=3)[CH2:8][CH2:9][C:4]=2[CH:3]=[CH:2]1.[CH2:23]([NH:25][CH3:26])C.C=O.[C:29](O)(=O)[CH3:30]>>[CH2:29]([C:2]1[O:1][C:5]2[CH2:6][N:7]([C:10](=[O:22])[CH2:11][CH2:12][CH2:13][CH2:14][CH2:15][C:16]3[CH:17]=[CH:18][CH:19]=[CH:20][CH:21]=3)[CH2:8][CH2:9][C:4]=2[C:3]=1[CH2:23][NH:25][CH3:26])[CH3:30]. Procedure: To a solution of 0.400 g (1.345 mmol) of 1-(5,7-dihydro-4H-furo[2,3-c]pyridin-6-yl)-6-phenylhexan-1-one in 20 ml of acetic acid, 0.14 ml (1.6 mmol) of N-Ethylmethylamine and 0.13 9 (1.6 mmol) of 37% aqueous formaldehyde were added, followed by stirring at 100° C. for 1 hour. After the solvent was distilled off under reduced pressure, the residual solution was alkalified with aqueous sodium hydroxide and extracted with dichloromethane 3 times. The combined organic layer was dried over anhydrous m... Starting materials: Cl.F[C@H]1[C@@H](O[C@@H]([C@H]1O)CO)N1C(=O)N=C(N)C=C1 (2′-fluoro-2′-deoxycytidine hydrochloride), C(C)(=O)OC(C)=O (acetic anhydride), N1=CC=CC=C1 (pyridine), C(C)#N (acetonitrile). Run in C(C)N(CC)CC (triethylamine), CN(C)C=O (DMF). Product: C(C)(=O)NC1=NC(N([C@H]2[C@@H]([C@H](O)[C@@H](CO)O2)F)C=C1)=O (4-N-Acetyl-2′-fluoro-2′-deoxycytidine). As a reaction SMILES: Cl.[F:2][C@@H:3]1[C@H:7]([OH:8])[C@@H:6]([CH2:9][OH:10])[O:5][C@H:4]1[N:11]1[CH:18]=[CH:17][C:15]([NH2:16])=[N:14][C:12]1=[O:13].N1C=CC=CC=1.C(#N)C.[C:28](OC(=O)C)(=[O:30])[CH3:29]>C(N(CC)CC)C.CN(C=O)C>[C:28]([NH:16][C:15]1[CH:17]=[CH:18][N:11]([C@@H:4]2[O:5][C@H:6]([CH2:9][OH:10])[C@@H:7]([OH:8])[C@H:3]2[F:2])[C:12](=[O:13])[N:14]=1)(=[O:30])[CH3:29] |f:0.1|. Procedure details: 1 g (about 4 mmol) of 2′-fluoro-2′-deoxycytidine hydrochloride is coevaporated with 20 ml of abs. pyridine twice and twice with 10 ml of abs. acetonitrile each time in a 100 ml Schlenk flask. The dried nucleosidic material is suspended in 40 ml of abs. DMF, and 0.6 ml (about 4.4 mmol) of acetic anhydride is added. Over the course of one day 0.5 ml (4.4 mmol) of abs. triethylamine is added dropwise to the mixture. The solvent is subsequently stripped off under oil pump vacuum. The crude product i...